This data is from the Open Reaction Database (ORD), a public repository of structured organic reaction records. The task is: describe an organic reaction: reactants, conditions, products, and yield Reactants: [OH-].[Na+] (sodium hydroxide), [Cl-].ClC1=C(C=C(C=C1)Cl)[N+]#N (2,5-dichlorophenyl-diazonium chloride), N(=O)[O-].[Na+] (sodium nitrite), NC(=S)N (thiourea), Cl (hydrochloric acid), ClC1=C(N)C=C(C=C1)Cl (2,5-dichloroaniline), Cl (hydrochloric acid). The reagents and catalysts are O.O.O.O.O.S(=O)(=O)([O-])[O-].[Cu+2] (copper(II) sulphate pentahydrate). Solvent: O (water), O (water), O (water). Run at time 1 hour. Yields the product ClC1=C(C=C(C=C1)Cl)S (2,5-dichlorothiophenol). As a reaction SMILES: [Cl:1][C:2]1[CH:8]=[CH:7][C:6]([Cl:9])=[CH:5][C:3]=1N.Cl.N([O-])=O.[Na+].[Cl-].ClC1C=CC(Cl)=CC=1[N+]#N.NC(N)=[S:28].[OH-].[Na+]>O.O.O.O.O.O.S([O-])([O-])(=O)=O.[Cu+2]>[Cl:1][C:2]1[CH:8]=[CH:7][C:6]([Cl:9])=[CH:5][C:3]=1[SH:28] |f:2.3,4.5,7.8,10.11.12.13.14.15.16|. Procedure details: 162 g of 2,5-dichloroaniline are introduced into a mixture of 500 ml of water and 350 ml of 10 N hydrochloric acid and diazotized in the conventional manner at 0° to 5° C. with a solution of 76 g of sodium nitrite in 150 ml of water. The resulting solution of 2,5-dichlorophenyl-diazonium chloride is then run at a temperature of 10° to 15° C. into a well stirred mixture of 91.2 g of thiourea, 5 g of copper(II) sulphate pentahydrate and 5 g of Corlite® in 500 ml of water. The mixture is stirred fo...